Dataset: the Open Reaction Database (ORD), a public repository of structured organic reaction records. Task: describe an organic reaction: reactants, conditions, products, and yield Starting materials: Cl (hydrochloric acid), COC(=O)C1=NC=CN=C1NC(CC1=C(C(=CC=C1F)F)Cl)=O (3-[2-(2-chloro-3,6-difluoro-phenyl)-acetylamino]-pyrazine-2-carboxylic acid methyl ester), C([O-])([O-])=O.[K+].[K+] (potassium carbonate), O (Water). Run in CN(C=O)C (N,N-dimethylformamide). Reaction conditions: time 16 hour. Yields the product ClC1=C(C(=CC=C1F)F)C1=C(C=2C(=NC=CN2)NC1=O)O (7-(2-chloro-3,6-difluoro-phenyl)-8-hydroxy-5H-pyrido[2,3-b]pyrazin-6-one). The yield is 76.6%. RXN SMILES: CO[C:3]([C:5]1[C:10]([NH:11][C:12](=[O:23])[CH2:13][C:14]2[C:19]([F:20])=[CH:18][CH:17]=[C:16]([F:21])[C:15]=2[Cl:22])=[N:9][CH:8]=[CH:7][N:6]=1)=[O:4].C(=O)([O-])[O-].[K+].[K+].O.Cl>CN(C)C=O>[Cl:22][C:15]1[C:16]([F:21])=[CH:17][CH:18]=[C:19]([F:20])[C:14]=1[C:13]1[C:12](=[O:23])[NH:11][C:10]2=[N:9][CH:8]=[CH:7][N:6]=[C:5]2[C:3]=1[OH:4] |f:1.2.3|. Procedure details: 3-[2-(2-Chloro-3,6-difluoro-phenyl)-acetylamino]-pyrazine-2-carboxylic acid methyl ester (4.15 g) (Example 1.1) was heated with potassium carbonate (1.67 g) in N,N-dimethylformamide (50 ml) at 110° C. for 2 hours and then stored at ambient temperature for 16 hours. Water was added and the reaction mixture was acidified with aqueous hydrochloric acid (concentrated). A precipitate formed which was isolated by filtration. The residue was washed successively with water and hexane to produce 7-(2-chl...